describe an organic reaction: reactants, conditions, products, and yield From a dataset of the Open Reaction Database (ORD), a public repository of structured organic reaction records. Reported procedure: A mixture of 2-benzyl-4-(3-carboxyphenyl)-3-oxo-3,4-dihydropyrido[2,3-b]pyrazine (200 mg), benzyl bromide (144 mg) and potassium carbonate (155 mg) in N,N-dimethylformamide (2 ml) was stirred at room temperature for 1 hour. Then the mixture was poured into a mixture of ethyl acetate and aqueous sodium bicarbonate. The organic phase was separated, washed with aqueous sodium bicarbonate and brine, dried over magnesium sulfate and concentrated. The resultant solid was collected and washed with isop... Starting materials: C([O-])(O)=O.[Na+] (sodium bicarbonate), C(C1=CC=CC=C1)C1=NC2=C(N(C1=O)C1=CC(=CC=C1)C(=O)O)N=CC=C2 (2-benzyl-4-(3-carboxyphenyl)-3-oxo-3,4-dihydropyrido[2,3-b]pyrazine), C(C1=CC=CC=C1)Br (benzyl bromide), C([O-])([O-])=O.[K+].[K+] (potassium carbonate). As a reaction SMILES: [CH2:1]([C:8]1[C:13](=[O:14])[N:12]([C:15]2[CH:20]=[CH:19][CH:18]=[C:17]([C:21]([OH:23])=[O:22])[CH:16]=2)[C:11]2[N:24]=[CH:25][CH:26]=[CH:27][C:10]=2[N:9]=1)[C:2]1[CH:7]=[CH:6][CH:5]=[CH:4][CH:3]=1.[CH2:28](Br)[C:29]1[CH:34]=[CH:33][CH:32]=[CH:31][CH:30]=1.C(=O)([O-])[O-].[K+].[K+].C(=O)(O)[O-].[Na+]>CN(C)C=O.C(OCC)(=O)C>[CH2:1]([C:8]1[C:13](=[O:14])[N:12]([C:15]2[CH:20]=[CH:19][CH:18]=[C:17]([C:21]([O:23][CH2:28][C:29]3[CH:34]=[CH:33][CH:32]=[CH:31][CH:30]=3)=[O:22])[CH:16]=2)[C:11]2[N:24]=[CH:25][CH:26]=[CH:27][C:10]=2[N:9]=1)[C:2]1[CH:3]=[CH:4][CH:5]=[CH:6][CH:7]=1 |f:2.3.4,5.6|. The product is C(C1=CC=CC=C1)C1=NC2=C(N(C1=O)C1=CC(=CC=C1)C(=O)OCC1=CC=CC=C1)N=CC=C2 (2-benzyl-4-(3-benzyloxycarbonylphenyl)-3-oxo-3,4-dihydropyrido[2,3-b]pyrazine). Isolated yield 82.3%. The solvent is C(C)(=O)OCC (ethyl acetate), CN(C=O)C (N,N-dimethylformamide). Run at time 1 hour. Reactants: CCBr, CC#N, CCC1(C)CC(=NOCCCN(C)C)C(C)C(C)(CC)N1OC(C)c1ccccc1. Yields the product [Br-], CCC1(C)CC(=NOCCC[N+](C)(C)CC)C(C)C(C)(CC)N1OC(C)c1ccccc1. Reaction SMILES: [CH2:1]([CH3:2])[Br:3].[CH3:34][C:35]#[N:36].[CH3:4][N:5]([CH2:6][CH2:7][CH2:8][O:9][N:10]=[C:11]1[CH:12]([CH3:32])[C:13]([CH3:29])([CH2:30][CH3:31])[N:14]([O:20][CH:21]([CH3:22])[c:23]2[cH:24][cH:25][cH:26][cH:27][cH:28]2)[C:15]([CH3:17])([CH2:18][CH3:19])[CH2:16]1)[CH3:33]>>[Br-:3].[CH2:1]([CH3:2])[N+:5]([CH3:4])([CH2:6][CH2:7][CH2:8][O:9][N:10]=[C:11]1[CH:12]([CH3:32])[C:13]([CH3:29])([CH2:30][CH3:31])[N:14]([O:20][CH:21]([CH3:22])[c:23]2[cH:24][cH:25][cH:26][cH:27][cH:28]2)[C:15]([CH3:17])([CH2:18][CH3:19])[CH2:16]1)[CH3:33].